This data is from the Open Reaction Database (ORD), a public repository of structured organic reaction records. The task is: describe an organic reaction: reactants, conditions, products, and yield RXN SMILES: [CH3:1][C:2]1[CH:3]=[CH:4][C:5]([C:8]2[CH:9]=[C:10]([CH:14]=[C:15]([C:17]3[CH2:24][C:20]4([CH2:23][CH2:22][CH2:21]4)[O:19][N:18]=3)[CH:16]=2)[C:11]([OH:13])=O)=[N:6][CH:7]=1.Cl.[F:26][C:27]1[C:28]([C@H:34]([NH2:36])[CH3:35])=[N:29][CH:30]=[C:31]([F:33])[CH:32]=1.C(Cl)CCl.C1C=NC2N(O)N=NC=2C=1.C(N(C(C)C)CC)(C)C>CN(C)C=O>[F:26][C:27]1[C:28]([C@H:34]([NH:36][C:11](=[O:13])[C:10]2[CH:14]=[C:15]([C:17]3[CH2:24][C:20]4([CH2:21][CH2:22][CH2:23]4)[O:19][N:18]=3)[CH:16]=[C:8]([C:5]3[CH:4]=[CH:3][C:2]([CH3:1])=[CH:7][N:6]=3)[CH:9]=2)[CH3:35])=[N:29][CH:30]=[C:31]([F:33])[CH:32]=1 |f:1.2|. Solvent: CN(C=O)C (N,N-dimethylformamide). Reactants: CC=1C=CC(=NC1)C=1C=C(C(=O)O)C=C(C1)C1=NOC2(CCC2)C1 (3-(5-methylpyridin-2-yl)-5-(5-oxa-6-azaspiro[3.4]oct-6-en-7-yl)benzoic acid), Cl.FC=1C(=NC=C(C1)F)[C@@H](C)N ((1R)-1-(3,5-difluoropyridin-2-yl)ethanamine hydrochloride salt), C(CCl)Cl (EDC), C1=CC2=C(N=C1)N(N=N2)O (HOAT), C(C)(C)N(CC)C(C)C (diisopropylethylamine). Procedure details: To a solution of 3-(5-methylpyridin-2-yl)-5-(5-oxa-6-azaspiro[3.4]oct-6-en-7-yl)benzoic acid (0.20 g, 0.56 mmol) in N,N-dimethylformamide (2.5 mL) were added (1R)-1-(3,5-difluoropyridin-2-yl)ethanamine hydrochloride salt (0.13 g, 0.67 mmol), EDC (0.16 g, 0.70 mmol), HOAT (0.5 M in DMF; 0.56 mL, 0.28 mmol) and diisopropylethylamine (0.09 mL, 0.56 mmol). The reaction mixture was at ambient temperature and solid was filtered off. Purification by reverse phase HPLC(C-18, 95% water/acetonitrile 5% wa... Yield: 57.9%. Product: FC=1C(=NC=C(C1)F)[C@@H](C)NC(C1=CC(=CC(=C1)C1=NOC2(CCC2)C1)C1=NC=C(C=C1)C)=O (N-[(1R)-1-(3,5-difluoropyridin-2-yl)ethyl]-3-(5-methylpyridin-2-yl)-5(5-oxa-6-azaspiro[3.4]oct-6-en-7-yl)benzamide).